Task: describe an organic reaction: reactants, conditions, products, and yield. Dataset: the Open Reaction Database (ORD), a public repository of structured organic reaction records Reported procedure: A mixture of 4-bromophenylacetonitrile (1 eq), 1,2-bromochloroethane (1.5 eq), benzyltriethylammonium chloride (0.14 eq) in NaOH 50% (4M) was heated to 50° C. for 18 h. The mixture was cooled to rt, quenched with HCl 5% and diluted with ether. The combined organic extracts were washed with brine, dried over MgSO4, filtered and concentrated. Flash chromatography (hexane:EtOAc, 95:5) afforded the title compound. Reagents/catalysts: [Cl-].C(C1=CC=CC=C1)[N+](CC)(CC)CC (benzyltriethylammonium chloride). The product is BrC1=CC=C(C=C1)C1(CC1)C#N (1-(4-Bromophenyl)cyclopropanecarbonitrile). Reaction SMILES: [Br:1][C:2]1[CH:7]=[CH:6][C:5]([CH2:8][C:9]#[N:10])=[CH:4][CH:3]=1.[CH2:11](Cl)[CH2:12]Br>[Cl-].C([N+](CC)(CC)CC)C1C=CC=CC=1.[OH-].[Na+]>[Br:1][C:2]1[CH:7]=[CH:6][C:5]([C:8]2([C:9]#[N:10])[CH2:12][CH2:11]2)=[CH:4][CH:3]=1 |f:2.3,4.5|. Reactants: BrC1=CC=C(C=C1)CC#N (4-bromophenylacetonitrile), C(CBr)Cl (1,2-bromochloroethane). Run at temperature 50 celsius. The solvent is [OH-].[Na+] (NaOH). The reactants are BrC1=C(OC2=C1C=C(C=C2)CN2C(=NC(=C2C(=O)O)C)CCC)C2=C(C=CC=C2)NS(=O)(=O)C(F)(F)F (1-[[3-Bromo-2-[2-[[(trifluoromethyl)sulphonyl]amino]phenyl]-5-benzofuranyl]methyl]-4-methyl-2-propyl-1H-imidazole-5-carboxylic acid), CN (methylamine). The product is BrC1=C(OC2=C1C=C(C=C2)CN2C(=NC(=C2C(=O)NC)C)CCC)C2=C(C=CC=C2)NS(=O)(=O)C(F)(F)F (1-[[3-Bromo-2-[2-[[(trifluoromethyl)sulphonyl]amino]phenyl]-5-benzofuranyl]methyl]-N,4-dimethyl-2-propyl-1H-imidazole-5-carboxamide). RXN SMILES: [Br:1][C:2]1[C:6]2[CH:7]=[C:8]([CH2:11][N:12]3[C:16]([C:17]([OH:19])=O)=[C:15]([CH3:20])[N:14]=[C:13]3[CH2:21][CH2:22][CH3:23])[CH:9]=[CH:10][C:5]=2[O:4][C:3]=1[C:24]1[CH:29]=[CH:28][CH:27]=[CH:26][C:25]=1[NH:30][S:31]([C:34]([F:37])([F:36])[F:35])(=[O:33])=[O:32].[CH3:38][NH2:39]>>[Br:1][C:2]1[C:6]2[CH:7]=[C:8]([CH2:11][N:12]3[C:16]([C:17]([NH:39][CH3:38])=[O:19])=[C:15]([CH3:20])[N:14]=[C:13]3[CH2:21][CH2:22][CH3:23])[CH:9]=[CH:10][C:5]=2[O:4][C:3]=1[C:24]1[CH:29]=[CH:28][CH:27]=[CH:26][C:25]=1[NH:30][S:31]([C:34]([F:37])([F:36])[F:35])(=[O:33])=[O:32]. Procedure: From the product of Example 91 and methylamine according to the method of Example 103. The reactants are C(CC)(=O)OC1=C(C=CC=C1)Cl (2-chlorophenyl propionate), [Cl-].[Cl-].[Cl-].[Al+3] (aluminum trichloride), Cl (HCl). Solvent: ClC1=C(C=CC=C1)Cl (o-dichlorobenzene). Conditions: temperature 115 celsius, time 3 hour. Yields the product ClC=1C(=C(C=CC1)C(CC)=O)O (3′-Chloro-2′-hydroxypropiophenone). Reaction SMILES: [Cl-].[Cl-].[Cl-].[Al+3].C([O:9][C:10]1[CH:15]=[CH:14][CH:13]=[CH:12][C:11]=1[Cl:16])(=O)CC.Cl>ClC1C=CC=CC=1Cl>[Cl:16][C:11]1[C:10]([OH:9])=[C:15]([C:10](=[O:9])[CH2:11][CH3:12])[CH:14]=[CH:13][CH:12]=1 |f:0.1.2.3|. Reported procedure: Anhydrous aluminum trichloride (130 g, 0.974 mol) in 150 ml of dry o-dichlorobenzene is cooled to 10° C. and 2-chlorophenyl propionate (100 g, 0.543 mol) is added slowly dropwise to this reaction mixture (15 minutes). The flask with the mixture is heated slowly in an oil bath to 110-120° C. At this temperature, HCl begins to evolve. The temperature is then raised slowly to 130-140° C. and the reaction mixture is held within this temperature range for three hours. After the oil bath has been remo... Starting materials: BrB(Br)Br, ClCCl, CCCc1c(F)cccc1OC. The product is CCCc1c(O)cccc1F. As a reaction SMILES: [B:1]([Br:2])([Br:3])[Br:4].[Cl:17][CH2:18][Cl:19].[F:5][c:6]1[c:7]([CH2:14][CH2:15][CH3:16])[c:8]([O:12][CH3:13])[cH:9][cH:10][cH:11]1>>[F:5][c:6]1[c:7]([CH2:14][CH2:15][CH3:16])[c:8]([OH:12])[cH:9][cH:10][cH:11]1. The reactants are NCCCN1CCC(c2cc(NC(=O)C3CC3)ccc2F)CC1, NC(C(=O)O)(c1ccccc1)c1ccccc1. Yields the product NC(C(=O)NCCCN1CCC(c2cc(NC(=O)C3CC3)ccc2F)CC1)(c1ccccc1)c1ccccc1. As a reaction SMILES: [NH2:18][CH2:19][CH2:20][CH2:21][N:22]1[CH2:23][CH2:24][CH:25]([c:28]2[cH:29][c:30]([NH:35][C:36](=[O:37])[CH:38]3[CH2:39][CH2:40]3)[cH:31][cH:32][c:33]2[F:34])[CH2:26][CH2:27]1.[NH2:1][C:2]([C:3](=[O:4])[OH:5])([c:6]1[cH:7][cH:8][cH:9][cH:10][cH:11]1)[c:12]1[cH:13][cH:14][cH:15][cH:16][cH:17]1>>[NH2:1][C:2]([C:3](=[O:5])[NH:18][CH2:19][CH2:20][CH2:21][N:22]1[CH2:23][CH2:24][CH:25]([c:28]2[cH:29][c:30]([NH:35][C:36](=[O:37])[CH:38]3[CH2:39][CH2:40]3)[cH:31][cH:32][c:33]2[F:34])[CH2:26][CH2:27]1)([c:6]1[cH:7][cH:8][cH:9][cH:10][cH:11]1)[c:12]1[cH:13][cH:14][cH:15][cH:16][cH:17]1. The reactants are C(=O)(O)[O-].[Na+] (NaHCO3), C(C)(C)(C)C1=C(C=C(C=C1)[N+](=O)[O-])C=CCC=O (4-(2-tert-Butyl-5-nitro-phenyl)-but-3-enal), N1CCCC1 (pyrrolidine), [BH-](OC(=O)C)(OC(=O)C)OC(=O)C.[Na+] (NaBH(OAc)3), [OH-].[Na+] (NaOH). Product: C(C)(C)(C)C1=C(C=C(C=C1)[N+](=O)[O-])C=CCCN1CCCC1 (1-[4-(2-tert-butyl-5-nitro-phenyl)-but-3-enyl]-pyrrolidine). Solvent: CCOCC (Et2O), C1CCOC1 (THF), CC(=O)O (AcOH). Reported procedure: 4-(2-tert-Butyl-5-nitro-phenyl)-but-3-enal (895 mg) was dissolved in 40 ml THF, and to the solution was added pyrrolidine (0.317 ml). To the deep orange solution was added NaBH(OAc)3 (1.151 g) and glacial AcOH (0.207 ml). The reaction was stirred at RT overnight, then treated with saturated aqueous NaHCO3 and diluted with Et2O and some 1N NaOH. The layers were separated, and the organic layer was extracted with aqueous 2N HCl. The acidic aqueous layer was basified to pH>12 with 6 N NaOH, extract... Conditions: time 8 hour. As a reaction SMILES: [C:1]([C:5]1[CH:10]=[CH:9][C:8]([N+:11]([O-:13])=[O:12])=[CH:7][C:6]=1[CH:14]=[CH:15][CH2:16][CH:17]=O)([CH3:4])([CH3:3])[CH3:2].[NH:19]1[CH2:23][CH2:22][CH2:21][CH2:20]1.[BH-](OC(C)=O)(OC(C)=O)OC(C)=O.[Na+].C([O-])(O)=O.[Na+].[OH-].[Na+]>C1COCC1.CCOCC.CC(O)=O>[C:1]([C:5]1[CH:10]=[CH:9][C:8]([N+:11]([O-:13])=[O:12])=[CH:7][C:6]=1[CH:14]=[CH:15][CH2:16][CH2:17][N:19]1[CH2:23][CH2:22][CH2:21][CH2:20]1)([CH3:4])([CH3:3])[CH3:2] |f:2.3,4.5,6.7|. Starting materials: ClC1=CC=C(C=C1)C1=NC=2C(=NC=CC2)N1CC(=O)O (2-(4-chlorophenyl)-3H-imidazo[4,5-b]pyridine-3-acetic acid), C(=O)(N1C=NC=C1)N1C=NC=C1 (1,1'-carbonyldiimidazole), CNN(NC)CCC (N,N-dimethylaminopropylamine). The solvent is O1CCCC1 (tetrahydrofuran). Run at time 3 hour. The product is O.Cl.ClC1=CC=C(C=C1)C1=NC=2C(=NC=CC2)N1CC(=O)NCCCN(C)C (2-(4-Chlorophenyl)-N-[3-(dimethylamino)propyl]-3H-imidazo[4,5-b]pyridine-3-acetamide hydrochloride hydrate). Reaction SMILES: [Cl:1][C:2]1[CH:7]=[CH:6][C:5]([C:8]2[N:16]([CH2:17][C:18]([OH:20])=[O:19])[C:11]3=[N:12][CH:13]=[CH:14][CH:15]=[C:10]3[N:9]=2)=[CH:4][CH:3]=1.[C:21]([N:28]1[CH:32]=[CH:31]N=[CH:29]1)(N1C=CN=C1)=O.[CH3:33][NH:34]N(CCC)NC>O1CCCC1>[OH2:19].[ClH:1].[Cl:1][C:2]1[CH:3]=[CH:4][C:5]([C:8]2[N:16]([CH2:17][C:18]([NH:34][CH2:33][CH2:31][CH2:32][N:28]([CH3:21])[CH3:29])=[O:20])[C:11]3=[N:12][CH:13]=[CH:14][CH:15]=[C:10]3[N:9]=2)=[CH:6][CH:7]=1 |f:4.5.6|. Reported procedure: Under nitrogen bubbling, a mixture of 2-(4-chlorophenyl)-3H-imidazo[4,5-b]pyridine-3-acetic acid (5.0 g, 0.0174 mole) and 1,1'-carbonyldiimidazole (2.82 g, 0.0174 mole) in 150 ml of tetrahydrofuran was stirred at room temperature for 3 hrs. Under a nitrogen atmosphere, N,N-dimethylaminopropylamine (1.94 g, 0.019 mole) was added dropwise and the reaction was allowed to stir at room temperature overnight. The tetrahydrofuran was evaporated to dryness and the residue was treated with ice water. The... The reactants are C(C1=CC=CC=C1)(=O)O.NC1CN(CCC1)C1=CC(N(C(N1CC1=C(C#N)C=CC=C1)=O)C)=O (2-[6-(3-amino-piperidin-1-yl)-3-methyl-2,4-dioxo-3,4-dihydro-2H-pyrimidin-1-ylmethyl]-benzonitrile benzoate), Cl (HCl). The solvent is C1CCOC1 (THF), O1CCOCC1 (dioxane). The product is N[C@H]1CN(CCC1)C1=C(C(NC(N1CC1=C(C#N)C=CC=C1)=O)=O)Cl (2-{6-[3(R)-Amino-piperidin-1-yl]-5-chloro-2,4-dioxo-3,4-dihydro-2H-pyrimidin-1-ylmethyl}-benzonitrile). As a reaction SMILES: C(O)(=O)C1C=CC=CC=1.[NH2:10][CH:11]1[CH2:16][CH2:15][CH2:14][N:13]([C:17]2[N:22]([CH2:23][C:24]3[CH:31]=[CH:30][CH:29]=[CH:28][C:25]=3[C:26]#[N:27])[C:21](=[O:32])[N:20](C)[C:19](=[O:34])[CH:18]=2)[CH2:12]1.[ClH:35]>C1COCC1.O1CCOCC1>[NH2:10][C@@H:11]1[CH2:16][CH2:15][CH2:14][N:13]([C:17]2[N:22]([CH2:23][C:24]3[CH:31]=[CH:30][CH:29]=[CH:28][C:25]=3[C:26]#[N:27])[C:21](=[O:32])[NH:20][C:19](=[O:34])[C:18]=2[Cl:35])[CH2:12]1 |f:0.1|. Procedure: Compound 4 (100 mg) in THF (2 mL) was treated with 4M HCl in dioxane (1 mL) at rt for 1 h, concentrated, and then purified by LC-MS to give the title compound. 1H-NMR (400 MHz, DMSO-D6): δ ppm 12.0 (s, 1H), 7.88 (d, J=7.6 Hz, 1H), 7.68 (t, J=7.7 Hz, 1H), 7.49 (t, J=7.7 Hz, 1H), 7.36 (d, J=7.8 Hz, 1H), 5.09-5.21 (m, 2H), 3.17 (m, 2H), 2.96 (t, J=11.1 Hz, 1H), 2.86 (d, J=10.6 Hz, 1H), 2.65 (m, 1H), 1.90 (d, J=11.6 Hz, 1H), 1.57 (d, J=13.1 Hz, 1H), 1.19-1.31 (m, 1H), 1.03-1.15 (m, 1H). MS (ES) [m+H...